Dataset: the Open Reaction Database (ORD), a public repository of structured organic reaction records. Task: describe an organic reaction: reactants, conditions, products, and yield Starting materials: ClC1=CC=C(C=C1)N=C=O (4-chlorophenylisocyanate), COC=1C=C2CC(NCC2=CC1OC)C(=O)O (6,7-dimethoxy-1,2,3,4-tetrahydroisoquinoline-3-carboxylic acid), ClC1=CC=C(C=C1)N=C=O (4-chlorophenylisocyanate). Solvent: O1CCOCC1 (dioxane), [OH-].[Na+] (NaOH), O1CCOCC1 (dioxane). Run at time 8 hour. The product is ClC1=CC=C(C=C1)NC(=O)N1CC2=CC(=C(C=C2C[C@H]1C(=O)O)OC)OC ((3S)-2N-(4-chlorophenylaminocarbonyl)-6,7-dimethoxy-1,2,3,4-tetrahydroisoquinoline-3-carboxylic acid). Isolated yield 157.3%. As a reaction SMILES: [CH3:1][O:2][C:3]1[CH:4]=[C:5]2[C:10](=[CH:11][C:12]=1[O:13][CH3:14])[CH2:9][NH:8][CH:7]([C:15]([OH:17])=[O:16])[CH2:6]2.[Cl:18][C:19]1[CH:24]=[CH:23][C:22]([N:25]=[C:26]=[O:27])=[CH:21][CH:20]=1>[OH-].[Na+].O1CCOCC1>[Cl:18][C:19]1[CH:24]=[CH:23][C:22]([NH:25][C:26]([N:8]2[C@H:7]([C:15]([OH:17])=[O:16])[CH2:6][C:5]3[C:10](=[CH:11][C:12]([O:13][CH3:14])=[C:3]([O:2][CH3:1])[CH:4]=3)[CH2:9]2)=[O:27])=[CH:21][CH:20]=1 |f:2.3|. Procedure details: To a solution of (S) 6,7-dimethoxy-1,2,3,4-tetrahydroisoquinoline-3-carboxylic acid (1.00 g, 2.44 mmol) in 1N aq. NaOH (10 mL), a solution of 4-chlorophenylisocyanate (563 mg, 3.66 mmol) in dioxane (8 mL) was added. The mixture was stirred at room temperature overnight. More 4-chlorophenylisocyanate (600 mg, 3.91 mmol) in dioxane (5 mL) was added. It was stirred for another day. It was then washed with Et2O (2×). The aqueous layer was separated, acidified with 4N HCl to pH 1 to 2. The product wa... The reactants are C(C)N1C(SC(C1=O)=C1SC2=C(N1C)C=CC=C2)=S (3-ethyl-5-(3-methyl-3H-benzothiazol-2-ylidene)-2-thioxothiazolidin-4-one), C1(=CC=C(C=C1)S(=O)(=O)OC)C (methyl p-toluenesulfonate). Procedure details: The title compound was prepared from 3-ethyl-5-(3-methyl-3H-benzothiazol-2-ylidene)-2-thioxothiazolidin-4-one and methyl p-toluenesulfonate in a manner similar to that described in Example 1. 1H-NMR (CDCl3): δ 7.82 (1H, d), 7.77 (2H, d), 7.58–7.66 (2H, m), 7.49 (1H, m), 7.08 (2H, d), 4.52 (3H, s), 4.21 (2H, q), 3.29 (3H, s), 2.29 (3H, s), 1.45 (3H, t). Yields the product C1(=CC=C(C=C1)S(=O)(=O)[O-])C.C(C)N1[CH2+](SC(C1=O)=C1SC2=C(N1C)C=CC=C2)SC (3-ethyl-5-(3-methyl-3H-benzothiazol-2-ylidene)-2-methylthio-4-oxo-2-thiazolium p-toluenesulfonate). As a reaction SMILES: [CH2:1]([N:3]1[C:7](=[O:8])[C:6](=[C:9]2[N:13]([CH3:14])[C:12]3[CH:15]=[CH:16][CH:17]=[CH:18][C:11]=3[S:10]2)[S:5][C:4]1=[S:19])[CH3:2].[C:20]1([CH3:31])[CH:25]=[CH:24][C:23]([S:26]([O:29]C)(=[O:28])=[O:27])=[CH:22][CH:21]=1>>[C:20]1([CH3:31])[CH:21]=[CH:22][C:23]([S:26]([O-:29])(=[O:27])=[O:28])=[CH:24][CH:25]=1.[CH2:1]([N:3]1[C:7](=[O:8])[C:6](=[C:9]2[N:13]([CH3:14])[C:12]3[CH:15]=[CH:16][CH:17]=[CH:18][C:11]=3[S:10]2)[S:5][CH2+:4]1[S:19][CH3:20])[CH3:2] |f:2.3|. Solvent: C(Cl)(Cl)Cl (chloroform). Procedure: To 14 ml of chloroform were added 4-(2-butynyloxy)-6-methylthiopyrimidine and 3.5 g of m-chloroperbenzoic acid (>65%), followed by stirring at 0° C. for 10 hours. The reaction mixture was then poured into a saturated aqueous sodium thiosulfate solution and extracted three times with chloroform. The chloroform layers were combined, washed with water, dried over anhydrous magnesium sulfate, and then concentrated. The residue was subjected to silica gel column chromatography to give 1.4 g of 4-(2-b... Product: C(C#CC)OC1=NC=NC(=C1)S(=O)(=O)C (4-(2-butynyloxy)-6-methanesulfonylpyrimidine). Starting materials: C(C#CC)OC1=NC=NC(=C1)SC (4-(2-butynyloxy)-6-methylthiopyrimidine), ClC1=CC(=CC=C1)C(=O)OO (m-chloroperbenzoic acid), S(=S)(=O)([O-])[O-].[Na+].[Na+] (sodium thiosulfate). Conditions: temperature 0 celsius, time 10 hour. RXN SMILES: [CH2:1]([O:5][C:6]1[CH:11]=[C:10](SC)[N:9]=[CH:8][N:7]=1)[C:2]#[C:3][CH3:4].Cl[C:15]1C=CC=C(C(OO)=O)C=1.[S:25]([O-:29])([O-])(=[O:27])=S.[Na+].[Na+]>C(Cl)(Cl)Cl>[CH2:1]([O:5][C:6]1[CH:11]=[C:10]([S:25]([CH3:15])(=[O:29])=[O:27])[N:9]=[CH:8][N:7]=1)[C:2]#[C:3][CH3:4] |f:2.3.4|. The reactants are COC1=C(C=CC=C1)B(O)O (2-methoxy-phenylboronic acid), NC1=C(C#N)C(=CC=C1[N+](=O)[O-])Cl (2-amino-6-chloro-3-nitro-benzonitrile). Yields the product NC1=C(C(=CC=C1[N+](=O)[O-])C1=C(C=CC=C1)OC)C#N (3-Amino-2′methoxy-4-nitro-biphenyl-2-carbonitrile). The yield is 59.0%. RXN SMILES: [CH3:1][O:2][C:3]1[CH:8]=[CH:7][CH:6]=[CH:5][C:4]=1B(O)O.[NH2:12][C:13]1[C:20]([N+:21]([O-:23])=[O:22])=[CH:19][CH:18]=[C:17](Cl)[C:14]=1[C:15]#[N:16]>>[NH2:12][C:13]1[C:20]([N+:21]([O-:23])=[O:22])=[CH:19][CH:18]=[C:17]([C:4]2[CH:5]=[CH:6][CH:7]=[CH:8][C:3]=2[O:2][CH3:1])[C:14]=1[C:15]#[N:16]. Procedure: The title compound was prepared in 59% yield from 2-methoxy-phenylboronic acid and 2-amino-6-chloro-3-nitro-benzonitrile according to the procedure outlined for Example 5A. 1H NMR (400 MHz, CDCl3): δ 8.36 (d, 1H, J=8.8 Hz), 7.42-7.48 (m, 1H), 7.24-7.28 (m, 1H), 7.01-7.10 (m, 2H), 6.82 (br s, 2H), 6.78 (d, 1H, J=8.8 Hz), 3.86 (s, 3H). MS (ES) [m+H] calc'd for C14H11N3O3, 270; found 270. Reactants: CC=1C=2N(CCN1)C(=CC2)C2=CC=CC=C2 (3,4-Dihydro-1-methyl-6-phenylpyrrolo[1,2-a]pyrazine), CI (methyl iodide). Solvent: C(C)O (ethanol). RXN SMILES: [CH3:1][C:2]1[C:3]2[N:4]([C:8]([C:11]3[CH:16]=[CH:15][CH:14]=[CH:13][CH:12]=3)=[CH:9][CH:10]=2)[CH2:5][CH2:6][N:7]=1.[CH3:17][I:18]>C(O)C>[I-:18].[CH3:1][C:2]1[C:3]2[N:4]([C:8]([C:11]3[CH:12]=[CH:13][CH:14]=[CH:15][CH:16]=3)=[CH:9][CH:10]=2)[CH2:5][CH2:6][N+:7]=1[CH3:17] |f:3.4|. Run at time 8 hour. Product: [I-].CC=1C=2N(CC[N+]1C)C(=CC2)C2=CC=CC=C2 (3,4-dihydro-1,2-dimethyl-6-phenylpyrrolo[1,2-a]pyrazinium iodide). Procedure details: 3,4-Dihydro-1-methyl-6-phenylpyrrolo[1,2-a]pyrazine (0.6 g) was dissolved in 10 ml of ethanol and treated with 0.9 ml of methyl iodide under argon. The solution was boiled overnight, cooled and the separated crystals were filtered off. There was obtained 0.8 g (78%) of 3,4-dihydro-1,2-dimethyl-6-phenylpyrrolo[1,2-a]pyrazinium iodide; m.pt.: 213°-216° C. (dec.). The yield is 78.0%. Starting materials: B.CSC ((Methylthio)methane compound with borane), ClC1=CC=C(CNC(C)=O)C=C1 (N-(4-chlorobenzyl)acetamide), Cl (HCl). Solvent: C1CCOC1 (THF). Reaction conditions: time 8 hour. Yields the product ClC1=CC=C(CNCC)C=C1 (N-(4-chlorobenzyl)-N-ethylamine). Isolated yield 43.4%. Reaction SMILES: [Cl:1][C:2]1[CH:12]=[CH:11][C:5]([CH2:6][NH:7][C:8](=O)[CH3:9])=[CH:4][CH:3]=1.B.CSC.Cl>C1COCC1>[Cl:1][C:2]1[CH:3]=[CH:4][C:5]([CH2:6][NH:7][CH2:8][CH3:9])=[CH:11][CH:12]=1 |f:1.2|. Procedure: N-(4-chlorobenzyl)acetamide (2.337 g, 12.726 mmol) was dissolved in THF (100 ml) and was cooled to zero degrees under argon atmosphere. (Methylthio)methane compound with borane (1:1) (2.417 g, 31.815 mmol) was added and the mixture was refluxed overnight at RT. HCl (15 ml, 10%) was gently added and was stirred overnight. The solvent was removed by evaporation. Diethyl ether (20 ml) was added and the product was extracted to the water phase by K2CO3 (3×15 ml). The aqueous phase was acidified by H...